The task is: describe an organic reaction: reactants, conditions, products, and yield. This data is from the Open Reaction Database (ORD), a public repository of structured organic reaction records. Reactants: CC(=CC=CC(C)=O)CC(C)C (6,8-dimethyl-3,5-nonadien-2-one). Reagents/catalysts: [Cr](=O)([O-])[O-].[Cu+2] (copper chromite). Solvent: steel. Reaction conditions: temperature 100 celsius, time 5 hour. Product: CC(C)CC(CCCC(C)O)C (2,4-dimethyl-nonan- 8-ol). Isolated yield 83.0%. Reaction SMILES: [CH3:1][C:2]([CH2:9][CH:10]([CH3:12])[CH3:11])=[CH:3][CH:4]=[CH:5][C:6](=[O:8])[CH3:7]>[Cr]([O-])([O-])=O.[Cu+2]>[CH3:12][CH:10]([CH2:9][CH:2]([CH3:1])[CH2:3][CH2:4][CH2:5][CH:6]([OH:8])[CH3:7])[CH3:11] |f:1.2|. Procedure: 200 g of freshly distilled 6,8-dimethyl-3,5-nonadien-2-one and 2 g of copper chromite are placed in a 1 liter steel autoclave which is provided with a magnetic stirrer (Autoclave Engineers, Inc.). The autoclave is flushed with hydrogen and it is firstly placed under a pressure of 30 bar of hydrogen. The autoclave is now heated rapidly to 100° C. and then slowly within 3 hours to 170° C. The pressure is then adjusted to 50 bar and the temperature is fixed at 200° C. The theoretical amount of hydr... The reactants are [H-].[Na+] (Sodium hydride), N1(CCOCC1)N1C(CC2=CC=CC=C12)=O (1,3-dihydro-1-(4-morpholinyl)-2H-indol-2-one), FC1=NC=CC(=C1)CCl (2-Fluoro-4-picolyl chloride). The solvent is O1CCCC1 (tetrahydrofuran). Conditions: temperature 0 celsius. Yields the product FC1=NC=CC(=C1)CC1(C(N(C2=CC=CC=C12)N1CCOCC1)=O)CC1=CC(=NC=C1)F (1,3-dihydro-3,3-bis(2-fluoro-4-pyridinylmethyl)-1-(4-morpholinyl)-2H-indol-2-one). RXN SMILES: [H-].[Na+].[N:3]1([N:9]2[C:17]3[C:12](=[CH:13][CH:14]=[CH:15][CH:16]=3)[CH2:11][C:10]2=[O:18])[CH2:8][CH2:7][O:6][CH2:5][CH2:4]1.[F:19][C:20]1[CH:25]=[C:24]([CH2:26]Cl)[CH:23]=[CH:22][N:21]=1>O1CCCC1>[F:19][C:20]1[CH:25]=[C:24]([CH2:26][C:11]2([CH2:26][C:24]3[CH:23]=[CH:22][N:21]=[C:20]([F:19])[CH:25]=3)[C:12]3[C:17](=[CH:16][CH:15]=[CH:14][CH:13]=3)[N:9]([N:3]3[CH2:4][CH2:5][O:6][CH2:7][CH2:8]3)[C:10]2=[O:18])[CH:23]=[CH:22][N:21]=1 |f:0.1|. Procedure details: Sodium hydride (60% oil dispension 92 mg, 2.3 mmole) was charged to a flame-dried flask and washed with pentane (3×3 ml). The flask was flushed with nitrogen, tetrahydrofuran (10 ml) was added and the slurry was stirred at 0° C. 1,3-dihydro-1-(4-morpholinyl)-2H-indol-2-one (225 mg, 1.0 mole) was added, the resulting solution was stirred for 15 minutes at room temperature and recooled to 0° C. A solution of 2-Fluoro-4-picolyl chloride (410 mg, 2.3 mmole) in tetrahydrofuran (10 ml) was added and t... Starting materials: BrC=1C=CC(=C(C1)C(C)=O)[N+](=O)[O-] (1-(5-bromo-2-nitrophenyl)ethanone), C1(CC1)N (cyclopropylamine). The reagents and catalysts are CC([O-])C.CC([O-])C.CC([O-])C.CC([O-])C.[Ti+4] (titanium(IV) tetraisopropoxide). Solvent: C1(=CC=CC=C1)C (toluene). Conditions: temperature 60 celsius, time 17 hour. Yields the product BrC1=CC2=C(N(N=C2C=C1)C1CC1)C (5-bromo-2-cyclopropyl-3-methyl-2H-indazole). Reaction SMILES: [Br:1][C:2]1[CH:3]=[CH:4][C:5]([N+:11]([O-])=O)=[C:6]([C:8](=O)[CH3:9])[CH:7]=1.[CH:14]1([NH2:17])[CH2:16][CH2:15]1>C1(C)C=CC=CC=1.CC(C)[O-].CC(C)[O-].CC(C)[O-].CC(C)[O-].[Ti+4]>[Br:1][C:2]1[CH:3]=[CH:4][C:5]2[C:6](=[C:8]([CH3:9])[N:17]([CH:14]3[CH2:16][CH2:15]3)[N:11]=2)[CH:7]=1 |f:3.4.5.6.7|. Procedure details: To a solution of 1-(5-bromo-2-nitrophenyl)ethanone (4.0 g) in toluene (41 ml) were added cyclopropylamine (2.3 ml) and titanium(IV) tetraisopropoxide (14.4 ml) at room temperature, and the mixture was stirred at 60° C. for 17 hr. The reaction mixture was concentrated, triethyl phosphite (8.4 ml) was added to the residue, and the mixture was stirred at 150° C. for 5 hr. The reaction mixture was cooled, and diluted with ethyl acetate, and 1 M aqueous sodium hydroxide solution was added. The result... The reactants are CCCCCC, Cl, Fc1ccccc1CCl, Cc1cc(O)c(S)c(=O)o1, c1ccncc1, c1ccccc1. Yields the product Cc1cc(O)c(SCc2ccccc2F)c(=O)o1. As a reaction SMILES: [CH3:21][CH2:22][CH2:23][CH2:24][CH2:25][CH3:26].[ClH:20].[F:11][c:12]1[c:13]([CH2:14][Cl:15])[cH:16][cH:17][cH:18][cH:19]1.[OH:1][c:2]1[c:3]([SH:10])[c:4](=[O:9])[o:5][c:6]([CH3:8])[cH:7]1.[cH:27]1[cH:28][cH:29][n:30][cH:31][cH:32]1.[cH:33]1[cH:34][cH:35][cH:36][cH:37][cH:38]1>>[OH:1][c:2]1[c:3]([S:10][CH2:14][c:13]2[c:12]([F:11])[cH:19][cH:18][cH:17][cH:16]2)[c:4](=[O:9])[o:5][c:6]([CH3:8])[cH:7]1. Reactants: CCc1ccc(C(COc2ccc(C=O)cc2)S(C)(=O)=O)nc1, C1CCNCC1, CC(=O)O, Cc1ccccc1, O=C1CSC(=O)N1. Yields the product CCc1ccc(C(COc2ccc(C=C3SC(=O)NC3=O)cc2)S(C)(=O)=O)nc1. As a reaction SMILES: [CH2:1]([CH3:2])[c:3]1[cH:4][cH:5][c:6]([CH:9]([CH2:10][O:11][c:12]2[cH:13][cH:14][c:15]([CH:16]=[O:17])[cH:18][cH:19]2)[S:20](=[O:21])(=[O:22])[CH3:23])[n:7][cH:8]1.[CH2:35]1[CH2:36][CH2:37][NH:38][CH2:39][CH2:40]1.[CH3:31][C:32](=[O:33])[OH:34].[CH3:41][c:42]1[cH:43][cH:44][cH:45][cH:46][cH:47]1.[S:24]1[C:25](=[O:30])[NH:26][C:27](=[O:29])[CH2:28]1>>[CH2:1]([CH3:2])[c:3]1[cH:4][cH:5][c:6]([CH:9]([CH2:10][O:11][c:12]2[cH:13][cH:14][c:15]([CH:16]=[C:28]3[S:24][C:25](=[O:30])[NH:26][C:27]3=[O:29])[cH:18][cH:19]2)[S:20](=[O:21])(=[O:22])[CH3:23])[n:7][cH:8]1. Run at temperature 0 celsius, time 2 hour. Starting materials: Grignard reagent, [Mg] (magnesium), BrC1=NC=CC=C1 (2-bromopyridine), II (iodine), C(=O)C=1C=C(C=C(C1)C1=CC=C(C=C1)C)C(=O)OCC (ethyl 5-formyl-4′-methylbiphenyl-3-carboxylate). RXN SMILES: [Mg].Br[C:3]1[CH:8]=[CH:7][CH:6]=[CH:5][N:4]=1.II.[CH:11]([C:13]1[CH:14]=[C:15]([C:26]([O:28][CH2:29][CH3:30])=[O:27])[CH:16]=[C:17]([C:19]2[CH:24]=[CH:23][C:22]([CH3:25])=[CH:21][CH:20]=2)[CH:18]=1)=[O:12]>O1CCCC1>[OH:12][CH:11]([C:3]1[CH:8]=[CH:7][CH:6]=[CH:5][N:4]=1)[C:13]1[CH:14]=[C:15]([C:26]([O:28][CH2:29][CH3:30])=[O:27])[CH:16]=[C:17]([C:19]2[CH:20]=[CH:21][C:22]([CH3:25])=[CH:23][CH:24]=2)[CH:18]=1. Product: OC(C=1C=C(C=C(C1)C1=CC=C(C=C1)C)C(=O)OCC)C1=NC=CC=C1 (Ethyl 5-(hydroxy(pyridin-2-yl)methyl)-4′-methylbiphenyl-3-carboxylate). Procedure details: The Grignard reagent was generated by treatment of magnesium (100 mg, 4.3 mmol) with a solution of 2-bromopyridine (600 mg, 3.8 mmol) and iodine (30 mg) in tetrahydrofuran (5 mL) under nitrogen at 60° C. for 1 hour. The mixture was cooled at 0° C. and ethyl 5-formyl-4′-methylbiphenyl-3-carboxylate (332 mg, 1.24 mmol) was added. The reaction mixture was stirred at 0° C. for 2 h and then quenched by addition of 3 mL of 2 N aq. H2SO4. The mixture was extracted with EtOAc (20 mL×2). The combined org... Run in O1CCCC1 (tetrahydrofuran).